Dataset: the Open Reaction Database (ORD), a public repository of structured organic reaction records. Task: describe an organic reaction: reactants, conditions, products, and yield Reactants: O=[N+]([O-])c1ccc(CCBr)cc1, C1CCNC1, CC#N, [Na+], O=C([O-])O. Product: O=[N+]([O-])c1ccc(CCN2CCCC2)cc1. Reaction SMILES: [Br:6][CH2:7][CH2:8][c:9]1[cH:10][cH:11][c:12]([N+:15](=[O:16])[O-:17])[cH:13][cH:14]1.[CH2:1]1[CH2:2][CH2:3][NH:4][CH2:5]1.[CH3:23][C:24]#[N:25].[Na+:22].[O-:18][C:19]([OH:20])=[O:21]>>[CH2:1]1[CH2:2][CH2:3][N:4]([CH2:7][CH2:8][c:9]2[cH:10][cH:11][c:12]([N+:15](=[O:16])[O-:17])[cH:13][cH:14]2)[CH2:5]1.